From a dataset of the Open Reaction Database (ORD), a public repository of structured organic reaction records. describe an organic reaction: reactants, conditions, products, and yield Starting materials: C(C1=CC=CC=C1)C1CCNCC1 (4-benzylpiperidine), CCN(C(C)C)C(C)C (DIEA), BrC=1C(=C(C(=NC1C)C)C(C(=O)OC(C)C)=O)Cl (isopropyl 2-(5-bromo-4-chloro-2,6-dimethylpyridin-3-yl)-2-oxoacetate). Solvent: CCOCC (ether), CC#N (CH3CN). Conditions: temperature 80 celsius, time 18 hour. The product is C(C1=CC=CC=C1)C1CCN(CC1)C1=C(C(=NC(=C1Br)C)C)C(C(=O)OC(C)C)=O (isopropyl 2-(4-(4-benzylpiperidin-1-yl)-5-bromo-2,6-dimethylpyridin-3-yl)-2-oxoacetate). Yield: 68.6%. As a reaction SMILES: [CH2:1]([CH:8]1[CH2:13][CH2:12][NH:11][CH2:10][CH2:9]1)[C:2]1[CH:7]=[CH:6][CH:5]=[CH:4][CH:3]=1.CCN(C(C)C)C(C)C.[Br:23][C:24]1[C:25](Cl)=[C:26]([C:32](=[O:39])[C:33]([O:35][CH:36]([CH3:38])[CH3:37])=[O:34])[C:27]([CH3:31])=[N:28][C:29]=1[CH3:30]>CC#N.CCOCC>[CH2:1]([CH:8]1[CH2:13][CH2:12][N:11]([C:25]2[C:24]([Br:23])=[C:29]([CH3:30])[N:28]=[C:27]([CH3:31])[C:26]=2[C:32](=[O:39])[C:33]([O:35][CH:36]([CH3:37])[CH3:38])=[O:34])[CH2:10][CH2:9]1)[C:2]1[CH:7]=[CH:6][CH:5]=[CH:4][CH:3]=1. Reported procedure: To a solution of 4-benzylpiperidine (0.80 g, 4.56 mmol) and DIEA (2.4 mL, 13.7 mmol) in anhydrous CH3CN (30 mL) was added isopropyl 2-(5-bromo-4-chloro-2,6-dimethylpyridin-3-yl)-2-oxoacetate (1.7 g, 4.56 mmol) at rt. The resulting mixture was placed in a pre-heated oil bath (80° C.) and stirred for 18 h; cooled, diluted with ether, washed with water, brine, and dried (MgSO4). The crude product was charged (DCM) to a 80 g ISCO silica gel cartridge and gradient eluted (0-25% EtOAc/hexanes) using a... Starting materials: acetonine hydrate, [Cl-].[NH4+] (ammonium chloride), CO (methanol), CC1=NC(NC(C1)(C)C)(C)C (acetonine). The product is CC1(CC(=O)CC(N1)(C)C)C (triacetoneamine). RXN SMILES: [Cl-].[NH4+].[CH3:3][C:4]1[CH2:9][C:8]([CH3:11])([CH3:10])[NH:7][C:6]([CH3:13])([CH3:12])N=1.C[OH:15]>>[CH3:12][C:6]1([CH3:13])[NH:7][C:8]([CH3:11])([CH3:10])[CH2:9][C:4](=[O:15])[CH2:3]1 |f:0.1|. Procedure: 17.2 g of acetonine hydrate, 3 g of methanol and 0.5 g of ammonium chloride are heated to 60° C. After a reaction time of 12 hours, it is shown by a gas-chromatographical analysis that about 80% of the employed amount of acetonine has been reacted to form triacetoneamine, which is isolated by distillation. Reactants: ClC=1C=C(C=CC1F)NC=1C2=C(N=CN1)SC1=C2CNC1 (N-(3-Chloro-4-fluorophenyl)-6,7-dihydro-5H-pyrrolo[3′,4′:4,5]thieno[2,3-d]pyrimidin-4-amine), Cl.CN(C/C=C/C(=O)O)C(C)C ((2E)-4-[methyl(1-methylethyl)amino]but-2-enoic acid hydrochloride). Yields the product ClC=1C=C(C=CC1F)NC=1C2=C(N=CN1)SC1=C2CN(C1)C(\C=C\CN(C)C(C)C)=O (N-(3-Chloro-4-fluorophenyl)-6-{(2E)-4-[isopropyl(methyl)amino]but-2-enoyl}-6,7-dihydro-5H-pyrrolo[3′,4′:4,5]thieno[2,3-d]pyrimidin-4-amine). As a reaction SMILES: [Cl:1][C:2]1[CH:3]=[C:4]([NH:9][C:10]2[C:11]3[C:18]4[CH2:19][NH:20][CH2:21][C:17]=4[S:16][C:12]=3[N:13]=[CH:14][N:15]=2)[CH:5]=[CH:6][C:7]=1[F:8].Cl.[CH3:23][N:24]([CH:31]([CH3:33])[CH3:32])[CH2:25]/[CH:26]=[CH:27]/[C:28](O)=[O:29]>>[Cl:1][C:2]1[CH:3]=[C:4]([NH:9][C:10]2[C:11]3[C:18]4[CH2:19][N:20]([C:28](=[O:29])/[CH:27]=[CH:26]/[CH2:25][N:24]([CH:31]([CH3:33])[CH3:32])[CH3:23])[CH2:21][C:17]=4[S:16][C:12]=3[N:13]=[CH:14][N:15]=2)[CH:5]=[CH:6][C:7]=1[F:8] |f:1.2|. Procedure: In analogy to Example 89, the title compound was prepared from N-(3-chloro-4-fluorophenyl)-6,7-dihydro-5H-pyrrolo[3′,4′:4,5]thieno[2,3-d]pyrimidin-4-amine from Example 23A (60 mg, 0.19 mmol) and (2E)-4-[methyl(1-methylethyl)amino]but-2-enoic acid hydrochloride from Example 2A (51 mg, 0.26 mmol) to yield 30 mg (35%). Starting materials: Cc1ccccc1, CCC(C)c1ccc(O)cc1, ClC(Cl)Cl, C=COC(=O)Cl, Cl, c1ccncc1, c1ccncc1. Product: C=COC(=O)Oc1ccc(C(C)CC)cc1. As a reaction SMILES: [CH3:31][c:32]1[cH:33][cH:34][cH:35][cH:36][cH:37]1.[CH:1]([CH3:2])([CH2:3][CH3:4])[c:5]1[cH:6][cH:7][c:8]([OH:11])[cH:9][cH:10]1.[CH:38]([Cl:39])([Cl:40])[Cl:41].[Cl:18][C:19](=[O:20])[O:21][CH:22]=[CH2:23].[ClH:24].[cH:12]1[cH:13][cH:14][n:15][cH:16][cH:17]1.[n:25]1[cH:26][cH:27][cH:28][cH:29][cH:30]1>>[CH:1]([CH3:2])([CH2:3][CH3:4])[c:5]1[cH:6][cH:7][c:8]([O:11][C:19](=[O:20])[O:21][CH:22]=[CH2:23])[cH:9][cH:10]1. Reactants: ClC1=NC=CC(=N1)C1=C(N=C(S1)C1CCOCC1)C=1C(=C(C=CC1)NS(=O)(=O)C1=COC=C1)F (N-{3-[5-(2-chloro-4-pyrimidinyl)-2-(tetrahydro-2H-pyran-4-yl)-1,3-thiazol-4-yl]-2-fluorophenyl}-3-furansulfonamide), C(C(C)C)N (isobutylamine). Run in O1CCOCC1 (1,4-dioxane). Yields the product FC1=C(C=CC=C1C=1N=C(SC1C1=NC(=NC=C1)NCC(C)C)C1CCOCC1)NS(=O)(=O)C1=COC=C1 (N-{2-fluoro-3-[5-{2-[(2-methylpropyl)amino]-4-pyrimidinyl}-2-(tetrahydro-2H-pyran-4-yl)-1,3-thiazol-4-yl]phenyl}-3-furansulfonamide), foam. The yield is 22.7%. As a reaction SMILES: Cl[C:2]1[N:7]=[C:6]([C:8]2[S:12][C:11]([CH:13]3[CH2:18][CH2:17][O:16][CH2:15][CH2:14]3)=[N:10][C:9]=2[C:19]2[C:20]([F:34])=[C:21]([NH:25][S:26]([C:29]3[CH:33]=[CH:32][O:31][CH:30]=3)(=[O:28])=[O:27])[CH:22]=[CH:23][CH:24]=2)[CH:5]=[CH:4][N:3]=1.[CH2:35]([NH2:39])[CH:36]([CH3:38])[CH3:37]>O1CCOCC1>[F:34][C:20]1[C:19]([C:9]2[N:10]=[C:11]([CH:13]3[CH2:18][CH2:17][O:16][CH2:15][CH2:14]3)[S:12][C:8]=2[C:6]2[CH:5]=[CH:4][N:3]=[C:2]([NH:39][CH2:35][CH:36]([CH3:38])[CH3:37])[N:7]=2)=[CH:24][CH:23]=[CH:22][C:21]=1[NH:25][S:26]([C:29]1[CH:33]=[CH:32][O:31][CH:30]=1)(=[O:28])=[O:27]. Procedure: Following a procedure analogous to the procedure described in example 300 using N-{3-[5-(2-chloro-4-pyrimidinyl)-2-(tetrahydro-2H-pyran-4-yl)-1,3-thiazol-4-yl]-2-fluorophenyl}-3-furansulfonamide (110 mg, 0.211 mmol), isobutylamine (77 mg, 1.056 mmol) in 1,4-dioxane (2 mL), the title compound was obtained as a yellow foam (28 mg, 0.048 mmol, 22.59%). 1H NMR (400 MHz, DMSO-d6) ppm 0.87 (d, J=6.57 Hz, 7H), 1.76 (td, J=12.00, 3.79 Hz, 3H), 1.94-2.06 (m, 2H), 3.25-3.34 (m, 2H), 3.41-3.50 (m, 2H), 3.9...